This data is from the Open Reaction Database (ORD), a public repository of structured organic reaction records. The task is: describe an organic reaction: reactants, conditions, products, and yield Starting materials: CC1=C(C(=CC=C1C)C)O (2,3,6-trimethylphenol), C(Cl)(Cl)(Cl)Cl (carbon tetrachloride), four, [N+](=O)(O)[O-] (nitric acid), ClCl (chlorine). Run in O (water). Reaction conditions: time 2 hour. Product: residue, CC=1C(C(=CC(C1C)=O)C)=O (2,3,6-trimethyl-p-benzoquinone). As a reaction SMILES: C(Cl)(Cl)(Cl)Cl.[CH3:6][C:7]1[C:12]([CH3:13])=[CH:11][CH:10]=[C:9]([CH3:14])[C:8]=1[OH:15].ClCl.[N+]([O-])(O)=[O:19]>O>[CH3:6][C:7]1[C:8](=[O:15])[C:9]([CH3:14])=[CH:10][C:11](=[O:19])[C:12]=1[CH3:13]. Procedure details: 1000 g of carbon tetrachloride was charged in a 5-liter four neck flask equipped with a stirrer, a condenser, a chlorine-bubbling pipe and a thermometer, and 408 g (3 moles) of 2,3,6-trimethylphenol was dissolved therein. Thereafter, 210 g (3 moles) of chlorine gas was bubbled thereinto at 40°C in 2 hours. After the completion of the bubbling, a mixture of 210 g of a commercially available nitric acid (63 percent by weight) and 600 g of water was immediately added dropwise thereto at 40°C for 2 ...